This data is from the Open Reaction Database (ORD), a public repository of structured organic reaction records. The task is: describe an organic reaction: reactants, conditions, products, and yield Reactants: C(C(=O)OC)(=O)OC (dimethyl oxalate), Grignard reagent, C1(=CC=CC=C1)\C=C\C1=C(C=CC=C1)Br (E-1-phenyl-2-(2-bromophenyl)ethylene), [Mg] (magnesium), Cl (hydrochloric acid). Solvent: O1CCCC1 (tetrahydrofuran), O1CCCC1 (tetrahydrofuran). Conditions: temperature -15 celsius, time 30 minute. The product is C1(=CC=CC=C1)/C=C/C1=C(C=CC=C1)C(C(=O)OC)=O (E-methyl 2-(2′-phenylethenyl)phenylglyoxalate). Yield: 22.9%. Reaction SMILES: [C:1]1(/[CH:7]=[CH:8]/[C:9]2[CH:14]=[CH:13][CH:12]=[CH:11][C:10]=2Br)[CH:6]=[CH:5][CH:4]=[CH:3][CH:2]=1.[Mg].[C:17](OC)(=[O:22])[C:18]([O:20][CH3:21])=[O:19].Cl>O1CCCC1>[C:1]1(/[CH:7]=[CH:8]/[C:9]2[CH:14]=[CH:13][CH:12]=[CH:11][C:10]=2[C:17](=[O:22])[C:18]([O:20][CH3:21])=[O:19])[CH:6]=[CH:5][CH:4]=[CH:3][CH:2]=1. Reported procedure: A solution of the Grignard reagent prepared from E-1-phenyl-2-(2-bromophenyl)ethylene (8.56 g) and magnesium (0.96 g) in dry tetrahydrofuran (20 ml) was added dropwise over 30 minutes to a stirred solution of dimethyl oxalate (7.76 g) in dry tetrahydrofuran (70 ml) cooled to −15° C. The resulting mixture was stirred at about −15° C. for 30 minutes, then at room temperature for 1 hour, then poured into dilute hydrochloric acid and extracted with ether. The extracts were washed with water, dried a... Reactants: Grignard reagent, [Mg] (magnesium), FC1=CC=2C(C3=CC=C(C=C3SC2C=C1)F)=O (2,6-difluorothioxanthone), ClC1CCN(CC1)C (4-chloro-N-methylpiperidine), [Cl-].[NH4+] (ammonium chloride). The solvent is O1CCCC1 (tetrahydrofuran). The product is FC1=CC=2C(C3=CC=C(C=C3SC2C=C1)F)(O)C1CCN(CC1)C (2,6-difluoro-9-(1-methyl-4-piperidyl)-thioxanthene-9-ol). As a reaction SMILES: Cl[CH:2]1[CH2:7][CH2:6][N:5]([CH3:8])[CH2:4][CH2:3]1.[Mg].[F:10][C:11]1[CH:24]=[CH:23][C:22]2[S:21][C:20]3[C:15](=[CH:16][CH:17]=[C:18]([F:25])[CH:19]=3)[C:14](=[O:26])[C:13]=2[CH:12]=1.[Cl-].[NH4+]>O1CCCC1>[F:10][C:11]1[CH:24]=[CH:23][C:22]2[S:21][C:20]3[C:15](=[CH:16][CH:17]=[C:18]([F:25])[CH:19]=3)[C:14]([CH:2]3[CH2:7][CH2:6][N:5]([CH3:8])[CH2:4][CH2:3]3)([OH:26])[C:13]=2[CH:12]=1 |f:3.4|. Procedure: The Grignard reagent prepared from 2.7 g. (0.02 mol) of 4-chloro-N-methylpiperidine and 0.5 g. (0.02 mol) of magnesium turnings in tetrahydrofuran is treated with 2.5 g. (0.01 mol) of 2,6-difluorothioxanthone at a rate to maintain slow reflux. The mixture is refluxed for six hours, hydrolyzed with saturated ammonium chloride solution and extracted with ether to yield 2,6-difluoro-9-(1-methyl-4-piperidyl)-thioxanthene-9-ol, m.p. 207°-209° C. The reactants are C(O)([O-])=O.[Na+] (sodium hydrogen carbonate), ClC=1C=C(C=C(C1)Cl)SC1=C(N=C(N1C)COC1OCCO1)C(C)C (5-(3,5-dichlorophenylthio)-2-(1,3-dioxolan-2-yloxymethyl)-4-isopropyl-1-methylimidazole), Cl (hydrochloric acid). Solvent: CO (methanol). Run at time 3 hour. Product: ClC=1C=C(C=C(C1)Cl)SC1=C(N=C(N1C)COCC=O)C(C)C ({[5-(3,5-dichlorophenylthio)-4-isopropyl-1-methyl-1H-imidazol-2-yl]methoxy}acetaldehyde), oil. Isolated yield 28.0%. Reaction SMILES: Cl.[Cl:2][C:3]1[CH:4]=[C:5]([S:10][C:11]2[N:15]([CH3:16])[C:14]([CH2:17][O:18][CH:19]3OCCO3)=[N:13][C:12]=2[CH:24]([CH3:26])[CH3:25])[CH:6]=[C:7]([Cl:9])[CH:8]=1.[C:27](=O)([O-])[OH:28].[Na+]>CO>[Cl:9][C:7]1[CH:6]=[C:5]([S:10][C:11]2[N:15]([CH3:16])[C:14]([CH2:17][O:18][CH2:19][CH:27]=[O:28])=[N:13][C:12]=2[CH:24]([CH3:25])[CH3:26])[CH:4]=[C:3]([Cl:2])[CH:8]=1 |f:2.3|. Procedure: In a mixture of methanol (1 ml)and 6N-hydrochloric acid (1 ml)was dissolved 156 mg (0.37 mmol)of 5-(3,5-dichlorophenylthio)-2-(1,3-dioxolan-2-yloxymethyl)-4-isopropyl-1-methylimidazole (23a), and the mixture was stirred at room temperature for 3 hours. To the reaction mixture was added a saturated aqueous sodium hydrogen carbonate solution to neutralize, and extracted with methylene chloride. The organic layer was washed with water and dried over sodium sulfate. The solvent was distilled off und... Starting materials: CC(=O)O, CC(=O)C=O, CC(C)NN, Cl, O. Yields the product CC(=O)C=NNC(C)C. As a reaction SMILES: [CH3:7][C:8](=[O:9])[OH:10].[CH:11]([C:12](=[O:13])[CH3:14])=[O:15].[CH:2]([CH3:3])([CH3:4])[NH:5][NH2:6].[ClH:1].[OH2:16]>>[CH:2]([CH3:3])([CH3:4])[NH:5][N:6]=[CH:11][C:12](=[O:13])[CH3:14].